This data is from the Open Reaction Database (ORD), a public repository of structured organic reaction records. The task is: describe an organic reaction: reactants, conditions, products, and yield Starting materials: C, CCOC(=O)c1ccc(OCc2ccccc2)cc1C(C)C, CCO, [H][H], [Pd]. Yields the product CCOC(=O)c1ccc(O)cc1C(C)C. RXN SMILES: [C:28].[CH2:1]([c:2]1[cH:3][cH:4][cH:5][cH:6][cH:7]1)[O:8][c:9]1[cH:10][c:11]([CH:20]([CH3:21])[CH3:22])[c:12]([C:13](=[O:14])[O:15][CH2:16][CH3:17])[cH:18][cH:19]1.[CH3:25][CH2:26][OH:27].[H:23][H:24].[Pd:29]>>[OH:8][c:9]1[cH:10][c:11]([CH:20]([CH3:21])[CH3:22])[c:12]([C:13](=[O:14])[O:15][CH2:16][CH3:17])[cH:18][cH:19]1. Starting materials: C1(CC1)C\C(\C)=N\S(=O)C(C)(C)C ((NE)-N-(2-cyclopropyl-1-methyl-ethylidene)-2-methyl-propane-2-sulfinamide), solution, C[Al](C)C (trimethylaluminum), CCCCCCC (heptane), solution, C(C)(C)[N-]C(C)C.[Li+] (lithium diisopropylamide), CC1=CN=CS1 (5-methylthiazole). Solvent: C1(=CC=CC=C1)C (toluene), C1(=CC=CC=C1)C (toluene), C1CCOC1 (THF), C1CCOC1 (THF). Run at temperature -78 celsius, time 30 minute. Yields the product C1(CC1)CC(C=1SC(=CN1)C)(C)NS(=O)C(C)(C)C (N-[2-cyclopropyl-1-methyl-1-(5-methylthiazol-2-yl)ethyl]-2-methyl-propane-2-sulfinamide). Yield: 54.9%. As a reaction SMILES: C([N-]C(C)C)(C)C.[Li+].[CH3:9][C:10]1[S:14][CH:13]=[N:12][CH:11]=1.[CH:15]1([CH2:18]/[C:19](=[N:21]/[S:22]([C:24]([CH3:27])([CH3:26])[CH3:25])=[O:23])/[CH3:20])[CH2:17][CH2:16]1.C[Al](C)C.CCCCCCC>C1COCC1.C1(C)C=CC=CC=1>[CH:15]1([CH2:18][C:19]([NH:21][S:22]([C:24]([CH3:25])([CH3:27])[CH3:26])=[O:23])([CH3:20])[C:13]2[S:14][C:10]([CH3:9])=[CH:11][N:12]=2)[CH2:16][CH2:17]1 |f:0.1|. Procedure details: A 2.0M solution of lithium diisopropylamide in THF (745 μl, 1.49 mmol) was added dropwise to a solution of 5-methylthiazole (148 mg, 1.49 mmol) in dry THF (0.5 ml) cooled to −78° C. and once the addition was complete the reaction was stirred for 30 minutes at −78° C. followed by addition of dry toluene (1.5 ml). To a solution of (NE)-N-(2-cyclopropyl-1-methyl-ethylidene)-2-methyl-propane-2-sulfinamide (CAN 1426426-70-1, 150 mg, 745 μmol) in dry toluene (1.5 mL) was added a 2.0M solution of trime... The reactants are ClC1=NC=CC=N1 (2-chloropyrimidine), NCCN1CCC(CC1)NC1=NC2=C(N1CC1=CC=C(C=C1)F)C=CC=C2 (N-[1-(2-aminoethyl)-4-piperidinyl]-1-(4-fluorophenylmethyl)-1H-benzimidazol-2-amine), C([O-])([O-])=O.[Na+].[Na+] (sodium carbonate), [I-].[K+] (potassium iodide). The solvent is CN(C=O)C (N,N-dimethylformamide). Reaction conditions: temperature 70 celsius. Yields the product FC1=CC=C(C=C1)CN1C(=NC2=C1C=CC=C2)NC2CCN(CC2)CCNC2=NC=CC=N2 (1-[(4-fluorophenyl)-methyl]-N-[1-[2-[(2-pyrimidinyl)amino]ethyl]-4-piperidinyl]-1H-benzimidazol-2-amine). Yield: 34.0%. RXN SMILES: Cl[C:2]1[N:7]=[CH:6][CH:5]=[CH:4][N:3]=1.[NH2:8][CH2:9][CH2:10][N:11]1[CH2:16][CH2:15][CH:14]([NH:17][C:18]2[N:22]([CH2:23][C:24]3[CH:29]=[CH:28][C:27]([F:30])=[CH:26][CH:25]=3)[C:21]3[CH:31]=[CH:32][CH:33]=[CH:34][C:20]=3[N:19]=2)[CH2:13][CH2:12]1.C(=O)([O-])[O-].[Na+].[Na+].[I-].[K+]>CN(C)C=O>[F:30][C:27]1[CH:28]=[CH:29][C:24]([CH2:23][N:22]2[C:21]3[CH:31]=[CH:32][CH:33]=[CH:34][C:20]=3[N:19]=[C:18]2[NH:17][CH:14]2[CH2:15][CH2:16][N:11]([CH2:10][CH2:9][NH:8][C:2]3[N:7]=[CH:6][CH:5]=[CH:4][N:3]=3)[CH2:12][CH2:13]2)=[CH:25][CH:26]=1 |f:2.3.4,5.6|. Reported procedure: A mixture of 1.14 parts of 2-chloropyrimidine, 3.7 parts of N-[1-(2-aminoethyl)-4-piperidinyl]-1-(4-fluorophenylmethyl)-1H-benzimidazol-2-amine, 1.06 parts of sodium carbonate, 0.1 parts of potassium iodide and 135 parts of N,N-dimethylformamide was stirred and heated overnight at 70° C. The reaction mixture was poured onto water and the product was extracted with 4-methyl-2-pentanone. The extract was dried, filtered and evaporated. The residue was purified by column-chromatography over silica g...